The task is: describe an organic reaction: reactants, conditions, products, and yield. This data is from the Open Reaction Database (ORD), a public repository of structured organic reaction records. Reactants: C(C=C)Br (allyl bromide), [H-].[Na+] (sodium hydride), OC(C)(C)C(=O)C1=CC=C(C=C1)O (4-hydroxyphenyl 2-hydroxy-2-propyl ketone), CS(=O)C (dimethyl sulfoxide), CS(=O)C (dimethyl sulfoxide). Run in O (water). Conditions: time 15 minute. Product: OC(C)(C)C(=O)C1=CC=C(C=C1)OCC=C (4-Allyloxyphenyl 2-hydroxy-2-propyl ketone). As a reaction SMILES: [H-].[Na+].[OH:3][C:4]([C:7]([C:9]1[CH:14]=[CH:13][C:12]([OH:15])=[CH:11][CH:10]=1)=[O:8])([CH3:6])[CH3:5].CS(C)=O.[CH2:20](Br)[CH:21]=[CH2:22]>O>[OH:3][C:4]([C:7]([C:9]1[CH:10]=[CH:11][C:12]([O:15][CH2:22][CH:21]=[CH2:20])=[CH:13][CH:14]=1)=[O:8])([CH3:5])[CH3:6] |f:0.1|. Procedure details: 6.6 g. (0.22 mol) of sodium hydride (80% strength in paraffin oil) are added in portions to 36.0 g (0.2 mol) of 4-hydroxyphenyl 2-hydroxy-2-propyl ketone in 450 ml. of dimethyl sulfoxide under an inert gas and the mixture is stirred for 15 minutes at room temperature. 26.8 g. (0.22mol) of allyl bromide in 40 ml. of dimethyl sulfoxide are then added dropwise at 30°-40° C., and the mixture is stirred for 15 minutes. The reaction mixture is poured into 2 l of water and then extracted with methyl t-... Reactants: NC1C(NC(CC1)=O)=O (3-aminopiperidine-2,6-dione), C1(OC(C=2C1=CSC2)=O)=O (thieno(3,4-c)furan-1,3-dione), C1=CN(C=N1)C(=O)N2C=CN=C2 (CDI). Reagents/catalysts: CN(C)C=1C=CN=CC1 (DMAP). Run in C1CCOC1 (THF). Product: O=C1NC(CCC1N1C(C=2C(C1=O)=CSC2)=O)=O (5-(2,6-dioxopiperidin-3-yl)-5H-thieno(3,4-c)pyrrole-4,6-dione). Isolated yield 79.5%. As a reaction SMILES: [C:1]1(=[O:10])[C:5]2=[CH:6][S:7][CH:8]=[C:4]2[C:3](=[O:9])O1.[NH2:11][CH:12]1[CH2:17][CH2:16][C:15](=[O:18])[NH:14][C:13]1=[O:19].C1N=CN(C(N2C=NC=C2)=O)C=1>C1COCC1.CN(C1C=CN=CC=1)C>[O:19]=[C:13]1[CH:12]([N:11]2[C:3](=[O:9])[C:4]3=[CH:8][S:7][CH:6]=[C:5]3[C:1]2=[O:10])[CH2:17][CH2:16][C:15](=[O:18])[NH:14]1. Reported procedure: 1.54 g thieno(3,4-c)furan-1,3-dione was dissolved in 20 mL of anhydrous THF, and 12.8 g of 3-aminopiperidine-2,6-dione was added. The reaction mixture was allowed to react at room temperature for 4 h. Then, 2 g of CDI and a catalytic quantity of DMAP were added, and the reaction mixture was allowed to reflux for 6 h until a large amount of white solid precipitated. The solid was cooled and filtered to yield 2.1 g of the title product.